This data is from the Open Reaction Database (ORD), a public repository of structured organic reaction records. The task is: describe an organic reaction: reactants, conditions, products, and yield The reactants are CI, CCOC(C)=O, Cc1ccc(Cl)c(O)c1, [H-], [Na+], CN(C)C=O, O=C(O)CC(O)(CC(=O)O)C(=O)O. Yields the product COc1cc(C)ccc1Cl. Reaction SMILES: [CH3:12][I:13].[CH3:32][CH2:33][O:34][C:35]([CH3:36])=[O:37].[Cl:3][c:4]1[c:5]([OH:11])[cH:6][c:7]([CH3:10])[cH:8][cH:9]1.[H-:1].[Na+:2].[O:27]=[CH:28][N:29]([CH3:30])[CH3:31].[OH:14][C:15]([CH2:16][C:17]([C:18](=[O:19])[OH:20])([CH2:21][C:22](=[O:23])[OH:24])[OH:25])=[O:26]>>[Cl:3][c:4]1[c:5]([O:11][CH3:15])[cH:6][c:7]([CH3:10])[cH:8][cH:9]1.